From a dataset of the Open Reaction Database (ORD), a public repository of structured organic reaction records. describe an organic reaction: reactants, conditions, products, and yield Reactants: CC(=O)NC(CCCc1ccccc1)C(=O)O, Cl, O. The product is NC(CCCc1ccccc1)C(=O)O. As a reaction SMILES: [C:1](=[O:2])([CH3:3])[NH:4][CH:5]([C:6](=[O:7])[OH:8])[CH2:9][CH2:10][CH2:11][c:12]1[cH:13][cH:14][cH:15][cH:16][cH:17]1.[ClH:18].[OH2:19]>>[NH2:4][CH:5]([C:6](=[O:7])[OH:8])[CH2:9][CH2:10][CH2:11][c:12]1[cH:13][cH:14][cH:15][cH:16][cH:17]1. Reactants: N1=CC=CC=C1 (pyridine), Cl.CNN=CNC1=CC=C(C(=O)O)C=C1 (4-methylaminoiminomethylaminobenzoic acid.hydrochloride), Cl.C(N)(=N)C=1C=C2C=CC(=C(C2=CC1)CC(N)=O)O (6-amidino-1-carbamoylmethyl-2-naphthol.hydrochloride), C1CCC(CC1)N=C=NC2CCCCC2 (DCC). Reagents/catalysts: CN(C)C=1C=CN=CC1 (DMAP). Run in C(C)C(=O)C.O.C(C)(=O)O (methyl ethyl ketone water acetic acid). Conditions: time 2 hour. Product: Cl.Cl.CNN=CNC1=CC=C(C(=O)OC2=C(C3=CC=C(C=C3C=C2)C(N)=N)CC(N)=O)C=C1 (6-amidino-1-carbamoylmethyl-2-naphthyl 4-methylaminoiminomethylaminobenzoate.dihydrochloride). The yield is 103.0%. Reaction SMILES: N1C=CC=CC=1.[ClH:7].[CH3:8][NH:9][N:10]=[CH:11][NH:12][C:13]1[CH:21]=[CH:20][C:16]([C:17]([OH:19])=[O:18])=[CH:15][CH:14]=1.Cl.[C:23]([C:26]1[CH:27]=[C:28]2[C:33](=[CH:34][CH:35]=1)[C:32]([CH2:36][C:37](=[O:39])[NH2:38])=[C:31](O)[CH:30]=[CH:29]2)(=[NH:25])[NH2:24].C1CCC(N=C=NC2CCCCC2)CC1>CN(C1C=CN=CC=1)C.C(C(C)=O)C.O.C(O)(=O)C>[ClH:7].[ClH:7].[CH3:8][NH:9][N:10]=[CH:11][NH:12][C:13]1[CH:21]=[CH:20][C:16]([C:17]([O:19][C:31]2[CH:30]=[CH:29][C:28]3[C:33](=[CH:34][CH:35]=[C:26]([C:23](=[NH:24])[NH2:25])[CH:27]=3)[C:32]=2[CH2:36][C:37](=[O:39])[NH2:38])=[O:18])=[CH:15][CH:14]=1 |f:1.2,3.4,7.8.9,10.11.12|. Procedure: 20 Milliliters of 20% hydrous pyridine was added to 600 mg of 4-methylaminoiminomethylaminobenzoic acid.hydrochloride, 730 mg of 6-amidino-1-carbamoylmethyl-2-naphthol.hydrochloride, 646 mg of DCC and 32 mg of DMAP, followed by stirring for 2 hours under cooling with ice and then 48 hours at room temperature. The precipitate was filtered and the filtrate was concentrated under reduced pressure. To the residue was added 20 ml of DMF, and the solution was added dropwise to 300 ml of acetone, follo... Starting materials: CS(=O)(=O)Cl (methanesulfonyl chloride), C(C1=CC=CC=C1)OC1=C(OCCO)C=CC(=C1)[N+](=O)[O-] (2-(2-Benzyloxy-4-nitrophenoxy)ethanol), COC=1C=C(CCN(C)CC)C=CC1OC (2-[N-(3,4-dimethoxyphenethyl)-N-methylamino]ethane). The solvent is N1=CC=CC=C1 (pyridine). Conditions: temperature 0 celsius, time 2 hour. Yields the product C(C1=CC=CC=C1)OC1=C(OCCN(C)CCC2=CC(=C(C=C2)OC)OC)C=CC(=C1)[N+](=O)[O-] (1-(2-benzyloxy-4-nitrophenoxy)-2-[N-(3,4-dimethoxyphenethyl)-N-methylamino]ethane). Yield: 93.0%. Reaction SMILES: [CH2:1]([O:8][C:9]1[CH:18]=[C:17]([N+:19]([O-:21])=[O:20])[CH:16]=[CH:15][C:10]=1[O:11][CH2:12][CH2:13]O)[C:2]1[CH:7]=[CH:6][CH:5]=[CH:4][CH:3]=1.CS(Cl)(=O)=O.[CH3:27][O:28][C:29]1[CH:30]=[C:31]([CH:38]=[CH:39][C:40]=1[O:41][CH3:42])[CH2:32][CH2:33][N:34](CC)[CH3:35]>N1C=CC=CC=1>[CH2:1]([O:8][C:9]1[CH:18]=[C:17]([N+:19]([O-:21])=[O:20])[CH:16]=[CH:15][C:10]=1[O:11][CH2:12][CH2:13][N:34]([CH2:33][CH2:32][C:31]1[CH:38]=[CH:39][C:40]([O:41][CH3:42])=[C:29]([O:28][CH3:27])[CH:30]=1)[CH3:35])[C:2]1[CH:3]=[CH:4][CH:5]=[CH:6][CH:7]=1. Procedure: 2-(2-Benzyloxy-4-nitrophenoxy)ethanol (400 mg, 1.383 mmol) was dissolved in pyridine (5 ml); after cooling at 0° C., methanesulfonyl chloride (0.22 ml, 2.76 mmol) was slowly added dropwise, followed by stirring at room temperature for 2 h. The solvent was evaporated under vacuum and the residue was diluted with a saturated aqueous solution of sodium bicarbonate (10 ml), followed by extraction with chloroform (100 ml). The extracted organic layer was dried with sodium sulfate and the solvent was ...